This data is from the Open Reaction Database (ORD), a public repository of structured organic reaction records. The task is: describe an organic reaction: reactants, conditions, products, and yield Reactants: ice water, CC(C)([O-])C.[K+] (Potassium t-butoxide), C[Si](CCO)(C)C (2-(trimethylsilyl)ethanol), ClC1=NC=C(C=C1)[N+](=O)[O-] (2-chloro-5-nitropyridine). The solvent is CN(C)C=O (DMF). Run at time 18 hour. The product is [N+](=O)([O-])C=1C=CC(=NC1)OCC[Si](C)(C)C (5-nitro-2-[2-(trimethylsilyl)ethoxy]pyridine). Yield: 82.8%. Reaction SMILES: CC(C)([O-])C.[K+].[CH3:7][Si:8]([CH3:13])([CH3:12])[CH2:9][CH2:10][OH:11].Cl[C:15]1[CH:20]=[CH:19][C:18]([N+:21]([O-:23])=[O:22])=[CH:17][N:16]=1>CN(C=O)C>[N+:21]([C:18]1[CH:19]=[CH:20][C:15]([O:11][CH2:10][CH2:9][Si:8]([CH3:13])([CH3:12])[CH3:7])=[N:16][CH:17]=1)([O-:23])=[O:22] |f:0.1|. Reported procedure: Potassium t-butoxide (25.8 g) was added portionwise over 20 minutes to a solution of 2-(trimethylsilyl)ethanol (20.8 g) and 2-chloro-5-nitropyridine (27.8 g) in DMF (170 ml). The mixture was stirred for 18 hours and then poured into ice-water (900 ml). The mixture was extracted with ethyl acetate (3×300 ml) and the extracts were washed with water (200 ml), followed by saturated sodium chloride solution (200 ml) and dried (MgSO4). Volatile material was removed by evaporation to give 5-nitro-2-[2-... Starting materials: C(CCCCCCCCCCC)NCC=1C=NC=CC1 (3-dodecylaminomethylpyridine), C([O-])([O-])=O.[K+].[K+] (potassium carbonate), CS(=O)(=O)Cl (methanesulfonyl chloride). Run in ClCCl (dichloromethane), ClCCl (dichloromethane). Reaction conditions: time 3 day. Yields the product C(CCCCCCCCCCC)N(S(=O)(=O)C)CC=1C=NC=CC1 (N-dodecyl-N-(pyridin-3-ylmethyl)-methanesulfonamide). Reaction SMILES: [CH2:1]([NH:13][CH2:14][C:15]1[CH:16]=[N:17][CH:18]=[CH:19][CH:20]=1)[CH2:2][CH2:3][CH2:4][CH2:5][CH2:6][CH2:7][CH2:8][CH2:9][CH2:10][CH2:11][CH3:12].C(=O)([O-])[O-].[K+].[K+].[CH3:27][S:28](Cl)(=[O:30])=[O:29]>ClCCl>[CH2:1]([N:13]([CH2:14][C:15]1[CH:16]=[N:17][CH:18]=[CH:19][CH:20]=1)[S:28]([CH3:27])(=[O:30])=[O:29])[CH2:2][CH2:3][CH2:4][CH2:5][CH2:6][CH2:7][CH2:8][CH2:9][CH2:10][CH2:11][CH3:12] |f:1.2.3|. Procedure: A 4.1 g. portion of 3-dodecylaminomethylpyridine was dissolved in 15 ml. of dichloromethane, and 2.7 g. of potassium carbonate and 1.6 ml. of methanesulfonyl chloride were added. The mixture was stirred for 3 days at ambient temperature, and was then diluted with dichloromethane and extracted with water. The organic layer was dried and evaporated to an oil, which was dissolved in dichloromethane and chromatographed over silica gel, eluting with dichloromethane. The product-containing fractions w... Reactants: ClC1=NC=CC(=N1)Cl (2,4-Dichloropyrimidine), NC1=C(C(=O)OC)C=CC=C1 (methyl 2-aminobenzoate), N1=C(C=CC=C1C)C (2,6-lutidine). The solvent is C(CCC)O (n-butanol). Run at temperature 120 celsius. Product: CCCC(C)C (isohexane), ClC1=NC=CC(=N1)NC1=C(C=CC=C1)C(=O)OC (2-Chloro-4-(2-methoxycarbonylanilino)pyrimidine). As a reaction SMILES: [Cl:1][C:2]1[N:7]=[C:6](Cl)[CH:5]=[CH:4][N:3]=1.[NH2:9][C:10]1[CH:19]=[CH:18][CH:17]=[CH:16][C:11]=1[C:12]([O:14][CH3:15])=[O:13].N1C(C)=CC=CC=1C>C(O)CCC>[CH3:18][CH2:19][CH2:10][CH:11]([CH3:16])[CH3:12].[Cl:1][C:2]1[N:7]=[C:6]([NH:9][C:10]2[CH:19]=[CH:18][CH:17]=[CH:16][C:11]=2[C:12]([O:14][CH3:15])=[O:13])[CH:5]=[CH:4][N:3]=1. Procedure: 2,4-Dichloropyrimidine (596 mg, 4 mmol), methyl 2-aminobenzoate (517 ml, 4 mmol) and 2,6-lutidine (465 ml, 4 mmol) were dissolved in n-butanol (20 ml) with stirring. The reaction mixture was heated to 120° C. for 24 hours, allowed to cool to ambient temperature and evaporated onto silica (3 ml). The residue was purified by column chromatography eluting with EtOAc (0–20%): isohexane to give the title product as a colourless solid on evaporation (137 mg, 13%). NMR (CDCl3, 300 MHz): 3.97 (s, 3H), 6... The reactants are C1CCOC1, [Na+], O=[Os](=O)(=O)=O, O, O=S([O-])O, C=C1CCC(CNC(=O)c2ccccc2OC)(c2ccccc2)CC1, c1ccncc1. The product is COc1ccccc1C(=O)NCC1(c2ccccc2)CCC(O)(CO)CC1. Reaction SMILES: [CH2:38]1[O:39][CH2:40][CH2:41][CH2:42]1.[Na+:37].[O:43]=[Os:44](=[O:45])(=[O:46])=[O:47].[OH2:32].[S:33]([O-:34])(=[O:35])[OH:36].[c:1]1([C:7]2([CH2:14][NH:15][C:16](=[O:17])[c:18]3[c:19]([O:24][CH3:25])[cH:20][cH:21][cH:22][cH:23]3)[CH2:8][CH2:9][C:10](=[CH2:13])[CH2:11][CH2:12]2)[cH:2][cH:3][cH:4][cH:5][cH:6]1.[cH:26]1[cH:27][cH:28][n:29][cH:30][cH:31]1>>[c:1]1([C:7]2([CH2:14][NH:15][C:16](=[O:17])[c:18]3[c:19]([O:24][CH3:25])[cH:20][cH:21][cH:22][cH:23]3)[CH2:8][CH2:9][C:10]([CH2:13][OH:34])([OH:32])[CH2:11][CH2:12]2)[cH:2][cH:3][cH:4][cH:5][cH:6]1. Starting materials: [OH-].[Na+] (NaOH), CN[C@@H]1C[C@H](C2=CC=CC=C12)C1=CN(C2=CC=CC=C12)S(=O)(=O)C1=CC=C(C=C1)C (Methyl-{(1R,3R)-3-[1-(toluene-4-sulfonyl)-1H-indol-3-yl]-indan-1-yl}-amine), O (water). Run in CO (methanol), CC(=O)C (acetone). Run at temperature 120 celsius, time 10 minute. Product: N1C=C(C2=CC=CC=C12)[C@@H]1C[C@H](C2=CC=CC=C12)NC ([(1R,3R)-3-(1H-indol-3-yl)-indan-1-yl]-methyl-amine). Reaction SMILES: [CH3:1][NH:2][C@H:3]1[C:11]2[C:6](=[CH:7][CH:8]=[CH:9][CH:10]=2)[C@H:5]([C:12]2[C:20]3[C:15](=[CH:16][CH:17]=[CH:18][CH:19]=3)[N:14](S(C3C=CC(C)=CC=3)(=O)=O)[CH:13]=2)[CH2:4]1.[OH-].[Na+].O>CC(C)=O.CO>[NH:14]1[C:15]2[C:20](=[CH:19][CH:18]=[CH:17][CH:16]=2)[C:12]([C@H:5]2[C:6]3[C:11](=[CH:10][CH:9]=[CH:8][CH:7]=3)[C@H:3]([NH:2][CH3:1])[CH2:4]2)=[CH:13]1 |f:1.2|. Procedure details: Dimethylbromoborane (1.77 mL, 1.05 equiv) (Synthesized according to Nöth, H., Vahrenkamp, H. Journal of Organometallic Chemistry 11(1968), 399-405) was added to 3-((1R,3R)-3-azido-indan-1-yl)-1-(toluene-4-sulfonyl)-1H-indole (17.3 mmol ) in 100 mL 1,2-dichloro-ethane under argon at 0° C. The reaction mixture was warmed to room temperature and stirred 2.5 hours. 1 mL Ethanol was added. The reaction mixture was extracted with ethyl acetate and 0.5N aqueous NaOH. The organic phase was washed with b... Starting materials: 26A, BrC(C1=CC=CC=C1)C1=CC=CC=C1 (bromodiphenylmethane), BrCC=1OC(=CC1)C(F)(F)F (2-(bromomethyl)-5-(trifluoromethyl)furan), COC1=C2C(C(NC2=CC(=C1)OC)=O)=O (4,6-dimethoxy-1H-indole-2,3-dione), O1CCOC=2C1=CC=1C(C(NC1C2)=O)=O (2,3-dihydro-6H-[1,4]dioxino[2,3-f]indole-7,8-dione). The product is C1(=CC=CC=C1)C(N1C(C(C2=C(C=C(C=C12)OC)OC)=O)=O)C1=CC=CC=C1 (1-(diphenylmethyl)-4,6-dimethoxy-1H-indole-2,3-dione). Reaction SMILES: [CH3:1][O:2][C:3]1[CH:11]=[C:10]([O:12][CH3:13])[CH:9]=[C:8]2[C:4]=1[C:5](=[O:15])[C:6](=[O:14])[NH:7]2.O1C2=CC3C(=O)C(=O)NC=3C=C2OCC1.Br[CH:32]([C:39]1[CH:44]=[CH:43][CH:42]=[CH:41][CH:40]=1)[C:33]1[CH:38]=[CH:37][CH:36]=[CH:35][CH:34]=1.BrCC1OC(C(F)(F)F)=CC=1>>[C:33]1([CH:32]([C:39]2[CH:40]=[CH:41][CH:42]=[CH:43][CH:44]=2)[N:7]2[C:8]3[C:4](=[C:3]([O:2][CH3:1])[CH:11]=[C:10]([O:12][CH3:13])[CH:9]=3)[C:5](=[O:15])[C:6]2=[O:14])[CH:38]=[CH:37][CH:36]=[CH:35][CH:34]=1. Reported procedure: Following the procedure as described in PREPARATION 26A and making non-critical variations using 4,6-dimethoxy-1H-indole-2,3-dione to replace 2,3-dihydro-6H-[1,4]dioxino[2,3-f]indole-7,8-dione, and bromodiphenylmethane to replace 2-(bromomethyl)-5-(trifluoromethyl)furan, 1-(diphenylmethyl)-4,6-dimethoxy-1H-indole-2,3-dione was obtained (90%): 1H NMR (300 MHz, DMSO-d6) δ7.49-7.19 (m, 10H), 6.72 (s, 1H), 6.21 (d, J=1.5 Hz, 1H), 5.87 (d, J=1.5 Hz, 1H), 3.86 (s, 3H), 3.70 (s, 3H). The reactants are ClC1=C(C=C2C=CC(=NC2=C1)C)O (7-chloro-2-methylquinolin-6-ol), BrC1=C2C=CC(=NC2=CC(=C1OC)C)C(F)(F)F (5-bromo-6-methoxy-7-methyl-2-(trifluoromethyl)quinoline). Yields the product BrC1=C2C=CC(=NC2=CC(=C1O)C)C(F)(F)F (5-bromo-7-methyl-2-(trifluoromethyl)quinolin-6-ol). RXN SMILES: ClC1C=C2C(C=CC(C)=N2)=CC=1O.[Br:14][C:15]1[C:24]([O:25]C)=[C:23]([CH3:27])[CH:22]=[C:21]2[C:16]=1[CH:17]=[CH:18][C:19]([C:28]([F:31])([F:30])[F:29])=[N:20]2>>[Br:14][C:15]1[C:24]([OH:25])=[C:23]([CH3:27])[CH:22]=[C:21]2[C:16]=1[CH:17]=[CH:18][C:19]([C:28]([F:29])([F:30])[F:31])=[N:20]2. Procedure details: Compound 7B was prepared following the procedure used to prepare compound 1C of Example 1, except that 5-bromo-6-methoxy-7-methyl-2-(trifluoromethyl)quinoline (7A) was used instead of compound 1B. LCMS-ESI+ (m/z): 306.1, 308.1 (M+H)+. Yields the product C(#N)CN(NC([C@H](CC(C)C)[C@H](C\C=C\C1=CC=CC=C1)C(NO)=O)=O)S(=O)(=O)C ((E)-2′-(Cyanomethyl)-2(R)-[1(S)-(hydroxycarbamoyl)-4-phenyl-3-butenyl]-2′-(methanesulphonyl)-4-methylvalerohydrazide). The reactants are C(#N)CN(NC([C@H](CC(C)C)[C@H](C\C=C\C1=CC=CC=C1)C(NOC1OCCCC1)=O)=O)S(=O)(=O)C ((E)-2′-(cyanomethyl)-2(R)-[1(S)-[(tetrahydro-2(RS)-pyranyloxy)carbamoyl]-4-phenyl-3-butenyl]-2′-(methanesulphonyl)-4-methylvalerohydrazide), ( iii ), (E)-(2R)-[1(S)-[(tetrahydro-2(RS)-pyranyloxy)cambamoyl]-4-phenyl-3-butenyl]-2′-(methanesulphonyl)-4-methylvalerohydrazide, BrCC#N (bromoacetonitrile). Procedure: The (E)-2′-(cyanomethyl)-2(R)-[1(S)-[(tetrahydro-2(RS)-pyranyloxy)carbamoyl]-4-phenyl-3-butenyl]-2′-(methanesulphonyl)-4-methylvalerohydrazide used as the starting material was prepared in an analogous manner to that described in Example 15, part (iii), starting from (E)-(2R)-[1(S)-[(tetrahydro-2(RS)-pyranyloxy)cambamoyl]-4-phenyl-3-butenyl]-2′-(methanesulphonyl)-4-methylvalerohydrazide by reaction with bromoacetonitrile. As a reaction SMILES: [C:1]([CH2:3][N:4]([S:33]([CH3:36])(=[O:35])=[O:34])[NH:5][C:6](=[O:32])[C@@H:7]([C@@H:12]([C:22](=[O:31])[NH:23][O:24]C1CCCCO1)[CH2:13]/[CH:14]=[CH:15]/[C:16]1[CH:21]=[CH:20][CH:19]=[CH:18][CH:17]=1)[CH2:8][CH:9]([CH3:11])[CH3:10])#[N:2].BrCC#N>>[C:1]([CH2:3][N:4]([S:33]([CH3:36])(=[O:35])=[O:34])[NH:5][C:6](=[O:32])[C@@H:7]([C@@H:12]([C:22](=[O:31])[NH:23][OH:24])[CH2:13]/[CH:14]=[CH:15]/[C:16]1[CH:21]=[CH:20][CH:19]=[CH:18][CH:17]=1)[CH2:8][CH:9]([CH3:11])[CH3:10])#[N:2]. Reactants: [BH4-].[Na+] (Sodium borohydride), CC1=NN(C=C1COC1=CC=C(C=O)C=C1)C1=NC=CC=C1 (4-[3-methyl-1-(2-pyridyl)-1H-pyrazol-4-ylmethoxy]benzaldehyde), CO (methanol). Solvent: O1CCCC1 (tetrahydrofuran). Reaction conditions: time 30 minute. The product is CC1=NN(C=C1COC1=CC=C(CO)C=C1)C1=NC=CC=C1 (4-[3-methyl-1-(2-pyridyl)-1H-pyrazol-4-ylmethoxy]benzyl alcohol). Isolated yield 96.8%. RXN SMILES: [BH4-].[Na+].[CH3:3][C:4]1[C:8]([CH2:9][O:10][C:11]2[CH:18]=[CH:17][C:14]([CH:15]=[O:16])=[CH:13][CH:12]=2)=[CH:7][N:6]([C:19]2[CH:24]=[CH:23][CH:22]=[CH:21][N:20]=2)[N:5]=1.CO>O1CCCC1>[CH3:3][C:4]1[C:8]([CH2:9][O:10][C:11]2[CH:12]=[CH:13][C:14]([CH2:15][OH:16])=[CH:17][CH:18]=2)=[CH:7][N:6]([C:19]2[CH:24]=[CH:23][CH:22]=[CH:21][N:20]=2)[N:5]=1 |f:0.1|. Reported procedure: Sodium borohydride (0.25 g) was added to a mixture of 4-[3-methyl-1-(2-pyridyl)-1H-pyrazol-4-ylmethoxy]benzaldehyde (3.50 g), methanol (5 ml), and tetrahydrofuran (25 ml) at 0° C., and the mixture was stirred at room temperature for 30 minutes. After the reaction mixture was concentrated under reduced pressure, diluted hydrochloric acid was added to the residue, which was extracted with ethyl acetate. The ethyl acetate layer was washed with saturated aqueous sodium chloride solution, dried (MgSO...